From a dataset of the Open Reaction Database (ORD), a public repository of structured organic reaction records. describe an organic reaction: reactants, conditions, products, and yield Reactants: C(C1=CC=CC=C1)C1CCNCC1 (4-benzylpiperidine), ClCCO (2-chloroethanol), C(=O)([O-])[O-].[K+].[K+] (K2CO3). The solvent is CN(C)C=O (DMF), O (water). Conditions: temperature 110 celsius. Yields the product C(C1=CC=CC=C1)C1CCN(CC1)CCO (4-Benzyl-1-(2-hydroxyethyl)piperidine). Isolated yield 40.7%. RXN SMILES: [CH2:1]([CH:8]1[CH2:13][CH2:12][NH:11][CH2:10][CH2:9]1)[C:2]1[CH:7]=[CH:6][CH:5]=[CH:4][CH:3]=1.Cl[CH2:15][CH2:16][OH:17].C([O-])([O-])=O.[K+].[K+]>CN(C=O)C.O>[CH2:1]([CH:8]1[CH2:13][CH2:12][N:11]([CH2:15][CH2:16][OH:17])[CH2:10][CH2:9]1)[C:2]1[CH:7]=[CH:6][CH:5]=[CH:4][CH:3]=1 |f:2.3.4|. Reported procedure: To a solution of 4-benzylpiperidine (0.50 mL, 2.8 mmol) in DMF (15 mL) were added 2-chloroethanol (0.25 mL, 3.70 mmol) and K2CO3 (0.79 g, 5.70 mmol). The heterogeneous mixture was heated at 110° C. for 2 h. It was then cooled to 25° C. and was diluted with water (100 mL) and extracted with ether (2×70 mL). The collected organic phase was washed with water (2×100 mL), dried and concentrated in vacuo. The crude compound was purified by filtration on silica gel using CH2Cl2/MeOH as eluant to afford...